This data is from the Open Reaction Database (ORD), a public repository of structured organic reaction records. The task is: describe an organic reaction: reactants, conditions, products, and yield The reactants are BrC=1N(C=C(N1)Br)C (2,4-dibromo-1-methyl-1H-imidazole), N1CCNCC1 (piperazine). The solvent is ClCCl (dichloromethane). Conditions: temperature 130 celsius, time 3 hour. The product is BrC=1N=C(N(C1)C)N1CCNCC1 (1-(4-bromo-1-methyl-1H-imidazol-2-yl)piperazine). Yield: 61.2%. RXN SMILES: Br[C:2]1[N:3]([CH3:8])[CH:4]=[C:5]([Br:7])[N:6]=1.[NH:9]1[CH2:14][CH2:13][NH:12][CH2:11][CH2:10]1>ClCCl>[Br:7][C:5]1[N:6]=[C:2]([N:9]2[CH2:14][CH2:13][NH:12][CH2:11][CH2:10]2)[N:3]([CH3:8])[CH:4]=1. Procedure details: A 20-mL resealable tube was charged with 2,4-dibromo-1-methyl-1H-imidazole (0.480 g, 2.00 mmol) and piperazine (3.4 g, 39.5 mmol), and the resulting mixture was stirred for 3 h at 130° C. The reaction mixture was cooled to room temperature, diluted with dichloromethane (20 mL), washed with water (2×10 mL), dried over anhydrous sodium sulfate, filtered, and concentrated under vacuum. The residue was purified via column chromatography on silica gel (eluting with 10:1, dichloromethane/methanol) to ...